This data is from the Open Reaction Database (ORD), a public repository of structured organic reaction records. The task is: describe an organic reaction: reactants, conditions, products, and yield Starting materials: [Cl-].O[NH3+] (hydroxylammonium chloride), C(O)([O-])=O.[Na+] (sodium hydrogen carbonate), CS(=O)C (dimethyl sulfoxide), O1CCOC12CCC(CC2)N2C=1N(C(=C(C2=O)CC2=CC=C(C=C2)C=2C(=CC=CC2)C#N)CCC)N=C(N1)C(F)(F)F (4′-{[4-(1,4-dioxaspiro[4.5]dec-8-yl)-5-oxo-7-propyl-2-(trifluoromethyl)-4,5-dihydro[1,2,4]triazolo[1,5-a]pyrimidin-6-yl]methyl}biphenyl-2-carbonitrile). Yields the product O1CCOC12CCC(CC2)N2C=1N(C(=C(C2=O)CC2=CC=C(C=C2)C2=C(C=CC=C2)C2=NOC(N2)=O)CCC)N=C(N1)C(F)(F)F (4-(1,4-dioxaspiro[4.5]dec-8-yl)-6-{[2′-(5-oxo-4,5-dihydro-1,2,4-oxadiazol-3-yl)biphenyl-4-yl]methyl}-7-propyl-2-(trifluoromethyl)[1,2,4]triazolo[1,5-a]pyrimidin-5(4H)-one), compound. Solvent: C(C)(=O)OCC (ethyl acetate). Run at temperature 60 celsius, time 30 minute. As a reaction SMILES: [Cl-].O[NH3+:3].[C:4](=[O:7])([O-])[OH:5].[Na+].CS(C)=O.[O:13]1[C:17]2([CH2:22][CH2:21][CH:20]([N:23]3[C:28](=[O:29])[C:27]([CH2:30][C:31]4[CH:36]=[CH:35][C:34]([C:37]5[C:38]([C:43]#[N:44])=[CH:39][CH:40]=[CH:41][CH:42]=5)=[CH:33][CH:32]=4)=[C:26]([CH2:45][CH2:46][CH3:47])[N:25]4[N:48]=[C:49]([C:51]([F:54])([F:53])[F:52])[N:50]=[C:24]34)[CH2:19][CH2:18]2)[O:16][CH2:15][CH2:14]1>C(OCC)(=O)C>[O:13]1[C:17]2([CH2:18][CH2:19][CH:20]([N:23]3[C:28](=[O:29])[C:27]([CH2:30][C:31]4[CH:32]=[CH:33][C:34]([C:37]5[CH:42]=[CH:41][CH:40]=[CH:39][C:38]=5[C:43]5[NH:3][C:4](=[O:7])[O:5][N:44]=5)=[CH:35][CH:36]=4)=[C:26]([CH2:45][CH2:46][CH3:47])[N:25]4[N:48]=[C:49]([C:51]([F:54])([F:53])[F:52])[N:50]=[C:24]34)[CH2:21][CH2:22]2)[O:16][CH2:15][CH2:14]1 |f:0.1,2.3|. Reported procedure: A mixture of hydroxylammonium chloride (396 mg), sodium hydrogen carbonate (638 mg) and dimethyl sulfoxide (3 mL) was stirred at 60° C. for 30 min, 4′-{[4-(1,4-dioxaspiro[4.5]dec-8-yl)-5-oxo-7-propyl-2-(trifluoromethyl)-4,5-dihydro[1,2,4]triazolo[1,5-a]pyrimidin-6-yl]methyl}biphenyl-2-carbonitrile (220 mg) was added, and the mixture was stirred at 90° C. for 20 hr. The reaction mixture was diluted with ethyl acetate, washed with water and then with saturated brine, and dried over anhydrous magne... Yield: 67.0%.